This data is from the Open Reaction Database (ORD), a public repository of structured organic reaction records. The task is: describe an organic reaction: reactants, conditions, products, and yield The reactants are CO, Cn1c(=O)c(NC(=O)OCc2ccc([N+](=O)[O-])cc2)c(-c2ccccc2Cl)c2cc(Cl)ccc21, C1COCCO1. The product is Cn1c(=O)c(N)c(-c2ccccc2Cl)c2cc(Cl)ccc21. RXN SMILES: [CH3:41][OH:42].[Cl:1][c:2]1[cH:3][c:4]2[c:5](-[c:28]3[c:29]([Cl:34])[cH:30][cH:31][cH:32][cH:33]3)[c:6]([NH:14][C:15]([O:16][CH2:17][c:18]3[cH:19][cH:20][c:21]([N+:22]([O-:23])=[O:24])[cH:25][cH:26]3)=[O:27])[c:7](=[O:13])[n:8]([CH3:12])[c:9]2[cH:10][cH:11]1.[O:35]1[CH2:36][CH2:37][O:38][CH2:39][CH2:40]1>>[Cl:1][c:2]1[cH:3][c:4]2[c:5](-[c:28]3[c:29]([Cl:34])[cH:30][cH:31][cH:32][cH:33]3)[c:6]([NH2:14])[c:7](=[O:13])[n:8]([CH3:12])[c:9]2[cH:10][cH:11]1. Reactants: OC1=C(C=C(C=C1C(C)(C)CC)C(C)(C)CC)N=NC1=C(C=CC=C1)[N+](=O)[O-] (2'hydroxy-3',5'-di-tert-amyl-2-nitroazobenzene), OC1=C(C=C(C=C1C(C1=CC=CC=C1)C)C)N=NC1=C(C=CC=C1)[N+](=O)[O-] (2'-hydroxy-3'-(α-methylbenzyl)-5'-methyl-2-nitroazobenzene). The product is OC1=C(C=C(C=C1C(C1=CC=CC=C1)C)C)N1N=C2C(=N1)C=CC=C2 (2-(2-hydroxy-3-(α-methylbenzyl)-5-methylphenyl)-2H-benzotriazole). Reaction SMILES: OC1C(C(CC)(C)C)=CC(C(CC)(C)C)=CC=1N=NC1C=CC=CC=1[N+]([O-])=O.[OH:29][C:30]1[C:35]([CH:36]([CH3:43])[C:37]2[CH:42]=[CH:41][CH:40]=[CH:39][CH:38]=2)=[CH:34][C:33]([CH3:44])=[CH:32][C:31]=1[N:45]=[N:46][C:47]1[CH:52]=[CH:51][CH:50]=[CH:49][C:48]=1[N+:53]([O-])=O>>[OH:29][C:30]1[C:35]([CH:36]([CH3:43])[C:37]2[CH:42]=[CH:41][CH:40]=[CH:39][CH:38]=2)=[CH:34][C:33]([CH3:44])=[CH:32][C:31]=1[N:45]1[N:53]=[C:48]2[CH:49]=[CH:50][CH:51]=[CH:52][C:47]2=[N:46]1. Procedure: When in Example 1, the 2'hydroxy-3',5'-di-tert-amyl-2-nitroazobenzene is replaced by an equivalent amount of 2'-hydroxy-3'-(α-methylbenzyl)-5'-methyl-2-nitroazobenzene, the product 2-(2-hydroxy-3-(α-methylbenzyl)-5-methylphenyl)-2H-benzotriazole is obtained. The reactants are C(C)(C)(C)OC(NC1=C(C=C(C(=C1)OC)N1C(=CC=C1)C(C)(C)C)N)=O ([2-amino-4-(2-tert.-butyl-pyrrol-1-yl)-5-methoxy-phenyl]-carbamic acid tert.-butyl ester), CC1(OC(C=C(O1)C=1C=C(C#N)C=CC1)=O)C (3-(2,2-dimethyl-6-oxo-6H-[1,3]dioxin-4-yl)-benzonitrile). Yields the product C(C)(C)(C)OC(NC1=C(C=C(C(=C1)OC)N1C(=CC=C1)C(C)(C)C)NC(CC(=O)C1=CC(=CC=C1)C#N)=O)=O ({4-(2-tert.-Butyl-pyrrol-1-yl)-2-[3-(3-cyano-phenyl)-3-oxo-propionylamino]-5-methoxy-phenyl}-carbamic Acid tert.-Butyl Ester), solid. RXN SMILES: [C:1]([O:5][C:6](=[O:26])[NH:7][C:8]1[CH:13]=[C:12]([O:14][CH3:15])[C:11]([N:16]2[CH:20]=[CH:19][CH:18]=[C:17]2[C:21]([CH3:24])([CH3:23])[CH3:22])=[CH:10][C:9]=1[NH2:25])([CH3:4])([CH3:3])[CH3:2].CC1(C)[O:33][C:32]([C:34]2[CH:35]=[C:36]([CH:39]=[CH:40][CH:41]=2)[C:37]#[N:38])=[CH:31][C:30](=O)[O:29]1>>[C:1]([O:5][C:6](=[O:26])[NH:7][C:8]1[CH:13]=[C:12]([O:14][CH3:15])[C:11]([N:16]2[CH:20]=[CH:19][CH:18]=[C:17]2[C:21]([CH3:24])([CH3:23])[CH3:22])=[CH:10][C:9]=1[NH:25][C:30](=[O:29])[CH2:31][C:32]([C:34]1[CH:41]=[CH:40][CH:39]=[C:36]([C:37]#[N:38])[CH:35]=1)=[O:33])([CH3:4])([CH3:2])[CH3:3]. Procedure details: The title compound was prepared from [2-amino-4-(2-tert.-butyl-pyrrol-1-yl)-5-methoxy-phenyl]-carbamic acid tert.-butyl ester (Example J5) (89 mg, 0.25 mmol) and 3-(2,2-dimethyl-6-oxo-6H-[1,3]dioxin-4-yl)-benzonitrile (Example L1) (63 mg, 0.275 mmol) according to the general procedure M. Obtained as an off-white solid (72 mg). Reactants: O=C([O-])C(=O)[O-], CCCCO, CN1CCC(CCCl)OC1=O, OC(c1ccc(F)cc1)(c1ccc(F)cc1)C1CCNCC1, [I-], [K+], [Na+], [Na+], O=C([O-])[O-]. Product: O=C(O)C(=O)O, CN1CCC(CCN2CCC(C(O)(c3ccc(F)cc3)c3ccc(F)cc3)CC2)OC1=O. Reaction SMILES: [C:42]([C:43](=[O:44])[O-:45])(=[O:46])[O-:47].[CH2:48]([OH:49])[CH2:50][CH2:51][CH3:52].[Cl:23][CH2:24][CH2:25][CH:26]1[CH2:27][CH2:28][N:29]([CH3:33])[C:30](=[O:32])[O:31]1.[F:1][c:2]1[cH:3][cH:4][c:5]([C:8]([OH:9])([CH:10]2[CH2:11][CH2:12][NH:13][CH2:14][CH2:15]2)[c:16]2[cH:17][cH:18][c:19]([F:22])[cH:20][cH:21]2)[cH:6][cH:7]1.[I-:41].[K+:40].[Na+:34].[Na+:35].[O-:36][C:37](=[O:38])[O-:39]>>[C:42]([C:43](=[O:44])[OH:45])(=[O:46])[OH:47].[F:1][c:2]1[cH:3][cH:4][c:5]([C:8]([OH:9])([CH:10]2[CH2:11][CH2:12][N:13]([CH2:24][CH2:25][CH:26]3[CH2:27][CH2:28][N:29]([CH3:33])[C:30](=[O:32])[O:31]3)[CH2:14][CH2:15]2)[c:16]2[cH:17][cH:18][c:19]([F:22])[cH:20][cH:21]2)[cH:6][cH:7]1. Reactants: CCCCCCC(Oc1ccc(C(=O)NCCC(=O)OCC)cc1F)c1ccc(-c2ccc(C(F)(F)F)cc2)cc1, CCO, [Na+], [OH-]. Product: CCCCCCC(Oc1ccc(C(=O)NCCC(=O)O)cc1F)c1ccc(-c2ccc(C(F)(F)F)cc2)cc1. RXN SMILES: [CH2:3]([CH3:4])[O:5][C:6]([CH2:7][CH2:8][NH:9][C:10]([c:11]1[cH:12][c:13]([F:41])[c:14]([O:17][CH:18]([CH2:19][CH2:20][CH2:21][CH2:22][CH2:23][CH3:24])[c:25]2[cH:26][cH:27][c:28](-[c:31]3[cH:32][cH:33][c:34]([C:37]([F:38])([F:39])[F:40])[cH:35][cH:36]3)[cH:29][cH:30]2)[cH:15][cH:16]1)=[O:42])=[O:43].[CH3:44][CH2:45][OH:46].[Na+:2].[OH-:1]>>[O:5]=[C:6]([CH2:7][CH2:8][NH:9][C:10]([c:11]1[cH:12][c:13]([F:41])[c:14]([O:17][CH:18]([CH2:19][CH2:20][CH2:21][CH2:22][CH2:23][CH3:24])[c:25]2[cH:26][cH:27][c:28](-[c:31]3[cH:32][cH:33][c:34]([C:37]([F:38])([F:39])[F:40])[cH:35][cH:36]3)[cH:29][cH:30]2)[cH:15][cH:16]1)=[O:42])[OH:43]. The reactants are CC(=CC(=O)O)CCC=C(CCC(=C(C)C)C)C (3,7,10,11-tetramethyl-2,6,10-dodecatrienoic acid), C(C)OCC (diethyl ether), N1=CC=CC=C1 (pyridine), S(=O)(Cl)Cl (thionyl chloride). Conditions: time 75 minute. Yields the product C1(=CC=CC=C1)OC(C=C(CCC=C(CCC(=C(C)C)C)C)C)=O (3,7,10,11-tetramethyl-2,6,10,-dodecatrienoic acid phenyl ester). Reaction SMILES: [CH3:1][C:2]([CH2:7][CH2:8][CH:9]=[C:10]([CH3:18])[CH2:11][CH2:12][C:13]([CH3:17])=[C:14]([CH3:16])[CH3:15])=[CH:3][C:4]([OH:6])=[O:5].N1[CH:24]=[CH:23][CH:22]=[CH:21][CH:20]=1.S(Cl)(Cl)=O.[CH2:29](OCC)C>>[C:20]1([O:5][C:4](=[O:6])[CH:3]=[C:2]([CH3:1])[CH2:7][CH2:8][CH:9]=[C:10]([CH3:18])[CH2:11][CH2:12][C:13]([CH3:17])=[C:14]([CH3:16])[CH3:15])[CH:29]=[CH:24][CH:23]=[CH:22][CH:21]=1. Reported procedure: To 10 g. of 3,7,10,11-tetramethyl-2,6,10-dodecatrienoic acid and 3.8 ml. of absolute pyridine in 80 ml. of absolute diethyl ether, 5.4 ml. of thionyl chloride were added dropwise under cooling. The reaction mixture was continually stirred for 75 minutes at 0°-2°C. Thereafter, the resulting mixture was filtered with precipitated pyridine hydrochloride and the filtrate was evaporated under vacuum. After evaporation, the residue was mixed into 20 ml. of absolute benzene. To this reaction mixture th...